This data is from the Open Reaction Database (ORD), a public repository of structured organic reaction records. The task is: describe an organic reaction: reactants, conditions, products, and yield The reactants are N=C(c1ccccc1)c1ccccc1, O=C([O-])[O-], C1CCOC1, Clc1cccnc1Cl, [Cs+], [Cs+], CC(=O)[O-], CC(=O)[O-], [Pd+2]. Yields the product Clc1cccnc1N=C(c1ccccc1)c1ccccc1. As a reaction SMILES: [C:15]([c:16]1[cH:17][cH:18][cH:19][cH:20][cH:21]1)([c:22]1[cH:23][cH:24][cH:25][cH:26][cH:27]1)=[NH:28].[C:9](=[O:10])([O-:11])[O-:12].[CH2:38]1[O:39][CH2:40][CH2:41][CH2:42]1.[Cl:1][c:2]1[n:3][cH:4][cH:5][cH:6][c:7]1[Cl:8].[Cs+:13].[Cs+:14].[O-:30][C:31]([CH3:32])=[O:33].[O-:34][C:35]([CH3:36])=[O:37].[Pd+2:29]>>[c:2]1([N:28]=[C:15]([c:16]2[cH:17][cH:18][cH:19][cH:20][cH:21]2)[c:22]2[cH:23][cH:24][cH:25][cH:26][cH:27]2)[n:3][cH:4][cH:5][cH:6][c:7]1[Cl:8].